This data is from the Open Reaction Database (ORD), a public repository of structured organic reaction records. The task is: describe an organic reaction: reactants, conditions, products, and yield The reactants are ClC1=CC=C(C(=O)C2(CCCCC2)CC(=O)O)C=C1 ([1-(4-chloro-benzoyl)-cyclohexyl]-acetic acid), [N+](=O)(O)[O-] (nitric acid). Yields the product ClC1=C(C=C(C(=O)C2(CCCCC2)CC(=O)O)C=C1)[N+](=O)[O-] ([1-(4-chloro-3-nitro-benzoyl)-cyclohexyl]-acetic acid). RXN SMILES: [Cl:1][C:2]1[CH:19]=[CH:18][C:5]([C:6]([C:8]2([CH2:14][C:15]([OH:17])=[O:16])[CH2:13][CH2:12][CH2:11][CH2:10][CH2:9]2)=[O:7])=[CH:4][CH:3]=1.[N+:20]([O-])([OH:22])=[O:21]>>[Cl:1][C:2]1[CH:3]=[CH:4][C:5]([C:6]([C:8]2([CH2:14][C:15]([OH:17])=[O:16])[CH2:13][CH2:12][CH2:11][CH2:10][CH2:9]2)=[O:7])=[CH:18][C:19]=1[N+:20]([O-:22])=[O:21]. Reported procedure: Prepared analogously to Example 189b from [1-(4-chloro-benzoyl)-cyclohexyl]-acetic acid and fuming nitric acid. Starting materials: CC1=C(C=C(C=C1)C)N1CCN(CC1)C(=O)C1N(C1)S(=O)(=O)C1=CC=C(C=C1)C ([4-(2,5-dimethyl-phenyl)-piperazin-1-yl]-[1-(toluene-4-sulfonyl)-aziridin-2-yl]-methanone), [I-].[Na+] (sodium iodide), C1(=CC=CC=C1)N=C=O (phenylisocyanate). Yields the product CC1=C(C=C(C=C1)C)N1CCN(CC1)C(=O)C1N(C(N(C1)S(=O)(=O)C1=CC=C(C=C1)C)=O)C1=CC=CC=C1 ((RS)-4-[4-(2,5-Dimethyl-phenyl)-piperazine-1-carbonyl]-3-phenyl-1-(toluene-4-sulfonyl)-imidazolidin-2-one). RXN SMILES: [CH3:1][C:2]1[CH:7]=[CH:6][C:5]([CH3:8])=[CH:4][C:3]=1[N:9]1[CH2:14][CH2:13][N:12]([C:15]([CH:17]2[CH2:19][N:18]2[S:20]([C:23]2[CH:28]=[CH:27][C:26]([CH3:29])=[CH:25][CH:24]=2)(=[O:22])=[O:21])=[O:16])[CH2:11][CH2:10]1.[I-].[Na+].[C:32]1([N:38]=[C:39]=[O:40])[CH:37]=[CH:36][CH:35]=[CH:34][CH:33]=1>>[CH3:1][C:2]1[CH:7]=[CH:6][C:5]([CH3:8])=[CH:4][C:3]=1[N:9]1[CH2:10][CH2:11][N:12]([C:15]([CH:17]2[CH2:19][N:18]([S:20]([C:23]3[CH:28]=[CH:27][C:26]([CH3:29])=[CH:25][CH:24]=3)(=[O:22])=[O:21])[C:39](=[O:40])[N:38]2[C:32]2[CH:37]=[CH:36][CH:35]=[CH:34][CH:33]=2)=[O:16])[CH2:13][CH2:14]1 |f:1.2|. Reported procedure: In analogy to example 2, [4-(2,5-dimethyl-phenyl)-piperazin-1-yl]-[1-(toluene-4-sulfonyl)-aziridin-2-yl]-methanone was reacted with sodium iodide and phenylisocyanate to give the title compound as a colorless solid. MS: 532.8 ([M+H]+) The reactants are C1=CC=C(C=C1)P(C2=CC=CC=C2)C3=C(C4=CC=CC=C4C=C3)C5=C(C=CC6=CC=CC=C65)P(C7=CC=CC=C7)C8=CC=CC=C8 ((S)-(-)-2,2'-bis(diphenylphosphino)-1,1'-binaphthyl), CC1(COC2=C1C=C(C=C2C(C)C)NC(C)C)C (3,3-dimethyl-7-isopropyl-5-(isopropyl)amino-2,3-dihydro-benzofuran), C([O-])([O-])=O.[Cs+].[Cs+] (cesium carbonate), CC1(COC2=C1C=C(C=C2C(C)C)NC(C)C)C (3,3-dimethyl-7-isopropyl-5-(isopropyl)amino-2,3-dihydro-benzofuran), C(C)OC(C1=CC=C(C=C1)I)=O (ethyl-4-iodo-benzoate). The reagents and catalysts are C=1C=CC(=CC1)/C=C/C(=O)/C=C/C2=CC=CC=C2.C=1C=CC(=CC1)/C=C/C(=O)/C=C/C2=CC=CC=C2.C=1C=CC(=CC1)/C=C/C(=O)/C=C/C2=CC=CC=C2.[Pd].[Pd] (tris(dibenzylideneacetone)dipalladium(0)). The solvent is C1(=CC=CC=C1)C (toluene). The product is C(C)OC(C1=CC=C(C=C1)N(C=1C=C(C2=C(C(CO2)(C)C)C1)C(C)C)C(C)C)=O (4-[Isopropyl-(3,3-dimethyl-7-isopropyl-2,3-dihydro-benzofuran-5-yl)-amino]-benzoic acid ethyl ester). The yield is 7.9%. As a reaction SMILES: [CH3:1][C:2]1([CH3:18])[C:6]2[CH:7]=[C:8]([NH:14][CH:15]([CH3:17])[CH3:16])[CH:9]=[C:10]([CH:11]([CH3:13])[CH3:12])[C:5]=2[O:4][CH2:3]1.[CH2:19]([O:21][C:22](=[O:30])[C:23]1[CH:28]=[CH:27][C:26](I)=[CH:25][CH:24]=1)[CH3:20].C(=O)([O-])[O-].[Cs+].[Cs+].C1C=CC(P(C2C=CC3C(=CC=CC=3)C=2C2C3C(=CC=CC=3)C=CC=2P(C2C=CC=CC=2)C2C=CC=CC=2)C2C=CC=CC=2)=CC=1>C1(C)C=CC=CC=1.C1C=CC(/C=C/C(/C=C/C2C=CC=CC=2)=O)=CC=1.C1C=CC(/C=C/C(/C=C/C2C=CC=CC=2)=O)=CC=1.C1C=CC(/C=C/C(/C=C/C2C=CC=CC=2)=O)=CC=1.[Pd].[Pd]>[CH2:19]([O:21][C:22](=[O:30])[C:23]1[CH:28]=[CH:27][C:26]([N:14]([CH:15]([CH3:17])[CH3:16])[C:8]2[CH:9]=[C:10]([CH:11]([CH3:12])[CH3:13])[C:5]3[O:4][CH2:3][C:2]([CH3:1])([CH3:18])[C:6]=3[CH:7]=2)=[CH:25][CH:24]=1)[CH3:20] |f:2.3.4,7.8.9.10.11|. Procedure: Following general procedure E and using 3,3-dimethyl-7-isopropyl-5-(isopropyl)amino-2,3-dihydro-benzofuran (Compound 35, 0.21 g, 0.86 mmol), ethyl-4-iodo-benzoate (0.0.29 g, 1.03 mmol), cesium carbonate (0.39 g, 1.2 mmol), tris(dibenzylideneacetone)dipalladium(0) (0.020 g, 0.020 mmol) and (S)-(-)-2,2'-bis(diphenylphosphino)-1,1'-binaphthyl (0.04 g, 0.064 mmol) in 6 mL of anhydrous toluene, the title compound (0.027 g) was obtained; some of the product was eluted as a mixture with the starting am... Reactants: [N+](=O)([O-])C=1C=C(CC2=CN(C3=CC=CC=C23)C(CCC(=O)OCC2=CC=CC=C2)=O)C=CC1 (benzyl 4-[3-(3-nitrobenzyl)indol-1-yl]-4-oxobutyrate). Reagents/catalysts: [Pd] (palladium on activated carbon). Solvent: O1CCOCC1 (1,4-dioxane), CO (methanol). Conditions: temperature 25 celsius, time 1.5 hour. Product: NC=1C=C(CC2=CN(C3=CC=CC=C23)C(CCC(=O)O)=O)C=CC1 (4-[3-(3-aminobenzyl)indol-1-yl]-4-oxobutyric acid). The yield is 67.3%. Reaction SMILES: [N+:1]([C:4]1[CH:5]=[C:6]([CH:31]=[CH:32][CH:33]=1)[CH2:7][C:8]1[C:16]2[C:11](=[CH:12][CH:13]=[CH:14][CH:15]=2)[N:10]([C:17](=[O:30])[CH2:18][CH2:19][C:20]([O:22]CC2C=CC=CC=2)=[O:21])[CH:9]=1)([O-])=O>O1CCOCC1.CO.[Pd]>[NH2:1][C:4]1[CH:5]=[C:6]([CH:31]=[CH:32][CH:33]=1)[CH2:7][C:8]1[C:16]2[C:11](=[CH:12][CH:13]=[CH:14][CH:15]=2)[N:10]([C:17](=[O:30])[CH2:18][CH2:19][C:20]([OH:22])=[O:21])[CH:9]=1. Procedure details: To a solution of benzyl 4-[3-(3-nitrobenzyl)indol-1-yl]-4-oxobutyrate (320 mg) in a mixture of 1,4-dioxane (6 ml) and methanol (3 ml) was added 10% palladium on activated carbon (60 mg), and the mixture was shaken under hydrogen atmosphere (3 atm) at 25° C. for 1.5 hours. The catalyst was filtered off and the filtrate was evaporated. The crude crystals were washed with hot chloroform and hot ethyl acetate to give 4-[3-(3-aminobenzyl)indol-1-yl]-4-oxobutyric acid (157 mg). Reactants: C(C)OC(C=CC1=CC(=CC=C1)NC(=O)C=1N=C(SC1)Cl)=O (3-{3-[(2-Chloro-thiazole-4-carbonyl)-amino]-phenyl}-acrylic acid ethyl ester), FC=1C=C(C=CC1)B(O)O (3-fluoro-phenylboronic acid). The product is C(C)OC(C=CC1=CC(=CC=C1)NC(=O)C=1N=C(SC1)C1=CC(=CC=C1)F)=O (3-(3-{[2-(3-Fluoro-phenyl)-thiazole-4-carbonyl]-amino}-phenyl)-acrylic acid ethyl ester). RXN SMILES: [CH2:1]([O:3][C:4](=[O:22])[CH:5]=[CH:6][C:7]1[CH:12]=[CH:11][CH:10]=[C:9]([NH:13][C:14]([C:16]2[N:17]=[C:18](Cl)[S:19][CH:20]=2)=[O:15])[CH:8]=1)[CH3:2].[F:23][C:24]1[CH:25]=[C:26](B(O)O)[CH:27]=[CH:28][CH:29]=1>>[CH2:1]([O:3][C:4](=[O:22])[CH:5]=[CH:6][C:7]1[CH:12]=[CH:11][CH:10]=[C:9]([NH:13][C:14]([C:16]2[N:17]=[C:18]([C:28]3[CH:27]=[CH:26][CH:25]=[C:24]([F:23])[CH:29]=3)[S:19][CH:20]=2)=[O:15])[CH:8]=1)[CH3:2]. Procedure: The chloro thiazole (114) (80 mg, 0.24 mmol) was coupled to 3-fluoro-phenylboronic acid (42 mg, 0.30 mmol) using Method E, except that the reaction mixture was heated for a total of 12 h. The crude residue was purified by column chromatography eluting with 20% EtOAc in heptane to give the title compound. The reactants are C(CCl)Cl (EDC), C=1C=CC2=C(C1)N=NN2O (HOBt), C(C1=CC=CC=C1)OC(=O)NC[C@H](NC(=O)OC(C)(C)C)C(=O)O.C1(CCCCC1)NC1CCCCC1 (3-{[(benzyloxy)carbonyl]amino}-N-(tert-butoxycarbonyl)-L-alanine N-cyclohexylcyclohexanamine), C(C)(C)(C)OC(NCCN)=O (tert-butyl(2-aminoethyl)carbamate). The solvent is CN(C=O)C (dimethylformamide), C(C)N(CC)CC (triethylamine). Run at time 12 hour. Product: C(C1=CC=CC=C1)OC(NC[C@@H](C(=O)NCCNC(=O)OC(C)(C)C)NC(=O)OC(C)(C)C)=O (Benzyl[(2S)-2-[(tert-butoxycarbonyl)amino]-3-({2-[(tert-butoxycarbonyl)amino]ethyl}amino)-3-oxopropyl]carbamate). As a reaction SMILES: [CH2:1]([O:8][C:9]([NH:11][CH2:12][C@@H:13]([C:22]([OH:24])=O)[NH:14][C:15]([O:17][C:18]([CH3:21])([CH3:20])[CH3:19])=[O:16])=[O:10])[C:2]1[CH:7]=[CH:6][CH:5]=[CH:4][CH:3]=1.C1(NC2CCCCC2)CCCCC1.[C:38]([O:42][C:43](=[O:48])[NH:44][CH2:45][CH2:46][NH2:47])([CH3:41])([CH3:40])[CH3:39].C(Cl)CCl.C1C=CC2N(O)N=NC=2C=1>CN(C)C=O.C(N(CC)CC)C>[CH2:1]([O:8][C:9](=[O:10])[NH:11][CH2:12][C@H:13]([NH:14][C:15]([O:17][C:18]([CH3:19])([CH3:20])[CH3:21])=[O:16])[C:22]([NH:47][CH2:46][CH2:45][NH:44][C:43]([O:42][C:38]([CH3:41])([CH3:40])[CH3:39])=[O:48])=[O:24])[C:2]1[CH:3]=[CH:4][CH:5]=[CH:6][CH:7]=1 |f:0.1|. Procedure: Under argon, 0.50 g (0.96 mmol) of 3-{[(benzyloxy)carbonyl]amino}-N-(tert-butoxycarbonyl)-L-alanine-N-cyclohexylcyclohexanamine (1:1) and 0.154 g (0.96 mmol) of tert-butyl(2-aminoethyl)carbamate are dissolved in 10 ml of dimethylformamide and 0.5 ml of triethylamine. Then, at 0° C. (ice bath), 0.314 g (1.64 mmol) of EDC and 0.043 g (0.32 mmol) of HOBt are added. The mixture is slowly warmed to RT and stirred at RT for 12 h. The solution is concentrated in vacuo and the residue is taken up with e... Starting materials: C(C)C(CN)CCCC (2-ethylhexylamine), C(\C=C\C)(=O)OC (methyl crotonate). The solvent is CCCCCC (n-hexane). The product is C(C)C(CNC(\C=C\C)=O)CCCC (N-(2-ethylhexyl)-crotonamide). Yield: 72.0%. As a reaction SMILES: [CH2:1]([CH:3]([CH2:6][CH2:7][CH2:8][CH3:9])[CH2:4][NH2:5])[CH3:2].[C:10](OC)(=[O:14])/[CH:11]=[CH:12]/[CH3:13]>CCCCCC>[CH2:1]([CH:3]([CH2:6][CH2:7][CH2:8][CH3:9])[CH2:4][NH:5][C:10](=[O:14])/[CH:11]=[CH:12]/[CH3:13])[CH3:2]. Reported procedure: In a flask, 2.6 g (0.02 mol) of 2-ethylhexylamine and 1.0 g (0.01 mol) of methyl crotonate were admitted and refluxed for 6 hours. The reaction mixture was dissolved in n-hexane, washed first with diluted hydrochloric acid and then with 10% sodium hydroxide solution, and subsequently dried with sodium sulfate. The residue was recrystallized from n-hexane, obtaining 1.42 g of N-(2-ethylhexyl)-crotonamide (yield: 72.1%). Usual analysis was carried out to identify the compound. The results are show... Reaction conditions: time 2 hour. The product is FC(C(=O)O)(F)F.NC1=C2N=CN(C2=NC(=N1)Cl)[C@H]1[C@@H]([C@@H]([C@H](C1)N1N=CC(=C1)C)O)O ((1R,2S,3R,5S)-3-(6-Amino-2-chloro-purin-9-yl)-5-(4-methyl-pyrazol-1-yl)-cyclopentane-1,2-diol trifluoroacetate). Procedure details: (1R,2S,3R,5S)-3-(6-{[Bis-(4-methoxy-phenyl)-methyl]-amino}-2-chloro-purin-9-yl)-5-(4-methyl-pyrazol-1-yl)-cyclopentane-1,2-diol (Intermediate BB1) (0.020 g, 35 μmol) is dissolved in TFA (200 μL). The reaction mixture is stirred at room temperature. The reaction is shown to be complete by LCMS after 2 hours. The solvent is removed in vacuo and the title compound is obtained after purification by reverse phase column chromatography (Isolute™ C18, 0-100% acetonitrile in water—0.1% TFA). 1H nmr (MeO... Reaction SMILES: COC1C=CC(C([NH:18][C:19]2[N:27]=[C:26]([Cl:28])[N:25]=[C:24]3[C:20]=2[N:21]=[CH:22][N:23]3[C@@H:29]2[CH2:33][C@H:32]([N:34]3[CH:38]=[C:37]([CH3:39])[CH:36]=[N:35]3)[C@@H:31]([OH:40])[C@H:30]2[OH:41])C2C=CC(OC)=CC=2)=CC=1.[C:42]([OH:48])([C:44]([F:47])([F:46])[F:45])=[O:43]>>[F:45][C:44]([F:47])([F:46])[C:42]([OH:48])=[O:43].[NH2:18][C:19]1[N:27]=[C:26]([Cl:28])[N:25]=[C:24]2[C:20]=1[N:21]=[CH:22][N:23]2[C@@H:29]1[CH2:33][C@H:32]([N:34]2[CH:38]=[C:37]([CH3:39])[CH:36]=[N:35]2)[C@@H:31]([OH:40])[C@H:30]1[OH:41] |f:2.3|. The reactants are COC1=CC=C(C=C1)C(C1=CC=C(C=C1)OC)NC1=C2N=CN(C2=NC(=N1)Cl)[C@H]1[C@@H]([C@@H]([C@H](C1)N1N=CC(=C1)C)O)O ((1R,2S,3R,5S)-3-(6-{[Bis-(4-methoxy-phenyl)-methyl]-amino}-2-chloro-purin-9-yl)-5-(4-methyl-pyrazol-1-yl)-cyclopentane-1,2-diol), C(=O)(C(F)(F)F)O (TFA).